This data is from the Open Reaction Database (ORD), a public repository of structured organic reaction records. The task is: describe an organic reaction: reactants, conditions, products, and yield Starting materials: CC(=O)OC1CCC2(C)C(=CCC3C2CCC2(C)C(OC(C)=O)CCC32)C1, O=C([O-])O, CCCCCC, [Na+]. The product is CC(=O)OC1CCC2(C)C(=CC=C3C2CCC2(C)C(OC(C)=O)CCC32)C1. RXN SMILES: [C:1]([CH3:2])(=[O:3])[O:4][CH:5]1[CH2:6][C:7]2=[CH:8][CH2:9][CH:10]3[CH:11]4[CH2:12][CH2:13][CH:14]([O:24][C:25]([CH3:26])=[O:27])[C:15]4([CH3:16])[CH2:17][CH2:18][CH:19]3[C:20]2([CH3:23])[CH2:21][CH2:22]1.[C:28](=[O:29])([OH:30])[O-:31].[CH3:33][CH2:34][CH2:35][CH2:36][CH2:37][CH3:38].[Na+:32]>>[C:1]([CH3:2])(=[O:3])[O:4][CH:5]1[CH2:6][C:7]2=[CH:8][CH:9]=[C:10]3[CH:11]4[CH2:12][CH2:13][CH:14]([O:24][C:25]([CH3:26])=[O:27])[C:15]4([CH3:16])[CH2:17][CH2:18][CH:19]3[C:20]2([CH3:23])[CH2:21][CH2:22]1. Starting materials: C(#N)C1=C(OC=2C=C(C(=CC2OC=2C=NC(=CC2)S(=O)(=O)CC)N)N)C=CC=C1 (4-(2-cyano-phenoxy)-5-(6-ethanesulfonyl-pyridin-3-yloxy)-benzene-1,2-diamine), COC(=N)C1=NC=CN=C1 (methylpyrazin-2-imidate). Product: C(#N)C1=C(OC2=CC3=C(NC(=N3)C3=NC=CN=C3)C=C2OC=2C=NC(=CC2)S(=O)(=O)CC)C=CC=C1 (5-(2-Cyano-phenoxy)-2-pyrazin-2-yl-6-(6-ethanesulfonyl-pyridin-3-yloxy)-1H-benzimidazole). RXN SMILES: [C:1]([C:3]1[CH:29]=[CH:28][CH:27]=[CH:26][C:4]=1[O:5][C:6]1[CH:7]=[C:8]([NH2:25])[C:9]([NH2:24])=[CH:10][C:11]=1[O:12][C:13]1[CH:14]=[N:15][C:16]([S:19]([CH2:22][CH3:23])(=[O:21])=[O:20])=[CH:17][CH:18]=1)#[N:2].CO[C:32]([C:34]1[CH:39]=[N:38][CH:37]=[CH:36][N:35]=1)=N>>[C:1]([C:3]1[CH:29]=[CH:28][CH:27]=[CH:26][C:4]=1[O:5][C:6]1[C:11]([O:12][C:13]2[CH:14]=[N:15][C:16]([S:19]([CH2:22][CH3:23])(=[O:20])=[O:21])=[CH:17][CH:18]=2)=[CH:10][C:9]2[NH:24][C:32]([C:34]3[CH:39]=[N:38][CH:37]=[CH:36][N:35]=3)=[N:25][C:8]=2[CH:7]=1)#[N:2]. Procedure: The entitled compound was obtained as a brown solid in the same method as in Example 205 or in accordance with the method or by combining it with an ordinary method but using 4-(2-cyano-phenoxy)-5-(6-ethanesulfonyl-pyridin-3-yloxy)-benzene-1,2-diamine obtained in Example 221 (step 3) and methylpyrazin-2-imidate. Reactants: O=C([O-])[O-], CN(C)C1CCN(c2ccc(NC(=O)C3CCNCC3)cc2)C1, CN1CCCC1=O, O=S(=O)(Cl)c1ccc(F)cc1, [K+], [K+]. Yields the product CN(C)C1CCN(c2ccc(NC(=O)C3CCN(S(=O)(=O)c4ccc(F)cc4)CC3)cc2)C1. As a reaction SMILES: [C:24](=[O:25])([O-:26])[O-:27].[CH3:1][N:2]([CH:3]1[CH2:4][N:5]([c:8]2[cH:9][cH:10][c:11]([NH:14][C:15](=[O:16])[CH:17]3[CH2:18][CH2:19][NH:20][CH2:21][CH2:22]3)[cH:12][cH:13]2)[CH2:6][CH2:7]1)[CH3:23].[CH3:41][N:42]1[CH2:43][CH2:44][CH2:45][C:46]1=[O:47].[F:30][c:31]1[cH:32][cH:33][c:34]([S:37](=[O:38])(=[O:39])[Cl:40])[cH:35][cH:36]1.[K+:28].[K+:29]>>[CH3:1][N:2]([CH:3]1[CH2:4][N:5]([c:8]2[cH:9][cH:10][c:11]([NH:14][C:15](=[O:16])[CH:17]3[CH2:18][CH2:19][N:20]([S:37]([c:34]4[cH:33][cH:32][c:31]([F:30])[cH:36][cH:35]4)(=[O:38])=[O:39])[CH2:21][CH2:22]3)[cH:12][cH:13]2)[CH2:6][CH2:7]1)[CH3:23]. Starting materials: O=C(O)c1ccc(B(O)O)cc1, Nc1ncc(Br)cc1-c1nc2cccnc2o1, CO, [Cs+], [F-], O, Cl[Pd]Cl, c1ccc(P(c2ccccc2)c2ccccc2)cc1, c1ccc(P(c2ccccc2)c2ccccc2)cc1. Product: Nc1ncc(-c2ccc(C(=O)O)cc2)cc1-c1nc2cccnc2o1. As a reaction SMILES: [B:20]([OH:21])([OH:22])[c:23]1[cH:24][cH:25][c:26]([C:27](=[O:28])[OH:29])[cH:30][cH:31]1.[Br:3][c:4]1[cH:5][c:6](-[c:11]2[o:12][c:13]3[n:14][cH:15][cH:16][cH:17][c:18]3[n:19]2)[c:7]([NH2:10])[n:8][cH:9]1.[CH3:32][OH:33].[Cs+:2].[F-:1].[OH2:34].[Pd:35]([Cl:36])[Cl:37].[c:38]1([P:39]([c:40]2[cH:41][cH:42][cH:43][cH:44][cH:45]2)[c:46]2[cH:47][cH:48][cH:49][cH:50][cH:51]2)[cH:52][cH:53][cH:54][cH:55][cH:56]1.[c:57]1([P:58]([c:59]2[cH:60][cH:61][cH:62][cH:63][cH:64]2)[c:65]2[cH:66][cH:67][cH:68][cH:69][cH:70]2)[cH:71][cH:72][cH:73][cH:74][cH:75]1>>[c:4]1(-[c:23]2[cH:24][cH:25][c:26]([C:27](=[O:28])[OH:29])[cH:30][cH:31]2)[cH:5][c:6](-[c:11]2[o:12][c:13]3[n:14][cH:15][cH:16][cH:17][c:18]3[n:19]2)[c:7]([NH2:10])[n:8][cH:9]1. The reactants are BrC1=C2C(=C(N=C1)O)N(C=C2)S(=O)(=O)C2=CC=C(C=C2)C (4-bromo-1-[(4-methylphenyl)sulfonyl]-1H-pyrrolo[2,3-c]pyri din-7-ol), BrCC#N (bromoacetonitrile). Yields the product BrC=1C2=C(C(N(C1)CC#N)=O)N(C=C2)S(=O)(=O)C2=CC=C(C=C2)C ({4-Bromo-1-[(4-methylphenyl)sulfonyl]-7-oxo-1,7-dihydro-6H-pyrrolo[2,3-c]pyridin-6-yl}acetonitrile). As a reaction SMILES: [Br:1][C:2]1[CH:7]=[N:6][C:5]([OH:8])=[C:4]2[N:9]([S:12]([C:15]3[CH:20]=[CH:19][C:18]([CH3:21])=[CH:17][CH:16]=3)(=[O:14])=[O:13])[CH:10]=[CH:11][C:3]=12.Br[CH2:23][C:24]#[N:25]>>[Br:1][C:2]1[C:3]2[CH:11]=[CH:10][N:9]([S:12]([C:15]3[CH:20]=[CH:19][C:18]([CH3:21])=[CH:17][CH:16]=3)(=[O:14])=[O:13])[C:4]=2[C:5](=[O:8])[N:6]([CH2:23][C:24]#[N:25])[CH:7]=1. Procedure: This compound was synthesized according to the procedure of Example 83, Step 1, using 4-bromo-1-[(4-methylphenyl)sulfonyl]-1H-pyrrolo[2,3-c]pyri din-7-ol and bromoacetonitrile as the starting materials. LCMS calculated for C16H13BrN3O3S (M+H)+: m/z=406.0, 408.0. found: 405.9, 407.9. Isolated yield 64.1%. Reactants: COC1=NC(=NC(=C1)OC)OC1=C(C=NO)C=CC=C1 (2-(4,6-dimethoxy-2-pyrimidinyloxy)benzaldoxime), CC=1C=C(C=CCBr)C=CC1 (3-methylcinnamyl bromide). Solvent: C(C)#N (acetonitrile), C([O-])([O-])=O.[K+].[K+] (potassium carbonate). Product: CC=1C=C(C=CCC2(C(C=NO)C=CC=C2)OC2=NC(=CC(=N2)OC)OC)C=CC1 (0-(3-methylcinnamyl)-2-(4,6-dimethoxy-2-pyrimidinyloxy)benzaldoxime). Procedure details: 5.5 g of 2-(4,6-dimethoxy-2-pyrimidinyloxy)benzaldoxime and 4.2 g of 3-methylcinnamyl bromide were dissolved in 30 ml of acetonitrile containing 2.7 g of anhydrous potassium carbonate, and the solution was heated for 5 hours under stirring and reflux. After the reaction mixture was allowed to cool down, the acetonitrile was distilled out under reduced pressure and the resulting residue was dissolved in 200 ml of ethyl acetate. The ethyl acetate solution was washed with water and the organic laye... Reaction SMILES: [CH3:1][O:2][C:3]1[CH:8]=[C:7]([O:9][CH3:10])[N:6]=[C:5]([O:11][C:12]2[CH:20]=[CH:19][CH:18]=[CH:17][C:13]=2[CH:14]=[N:15][OH:16])[N:4]=1.[CH3:21][C:22]1[CH:23]=[C:24]([CH:29]=[CH:30][CH:31]=1)[CH:25]=[CH:26][CH2:27]Br>C(#N)C.C(=O)([O-])[O-].[K+].[K+]>[CH3:21][C:22]1[CH:23]=[C:24]([CH:29]=[CH:30][CH:31]=1)[CH:25]=[CH:26][CH2:27][C:12]1([O:11][C:5]2[N:6]=[C:7]([O:9][CH3:10])[CH:8]=[C:3]([O:2][CH3:1])[N:4]=2)[CH:20]=[CH:19][CH:18]=[CH:17][CH:13]1[CH:14]=[N:15][OH:16] |f:3.4.5|. Reactants: CCOC(=O)c1nc(C)sc1NC(=O)OC(C)(C)C, Cc1cc(N)ccn1, C[Al](C)C, [Na+], [Na+], O=S(=O)([O-])[O-], C1COCCO1, O. Yields the product Cc1cc(NC(=O)c2nc(C)sc2NC(=O)OC(C)(C)C)ccn1. As a reaction SMILES: [CH2:13]([O:15][C:16](=[O:14])[c:18]1[n:19][c:20]([CH3:31])[s:21][c:22]1[NH:23][C:24](=[O:25])[O:26][C:27]([CH3:28])([CH3:29])[CH3:30])[CH3:17].[CH3:1][c:2]1[n:3][cH:4][cH:5][c:6]([NH2:8])[cH:7]1.[CH3:9][Al:10]([CH3:11])[CH3:12].[Na+:32].[Na+:33].[O-:34][S:35](=[O:36])(=[O:37])[O-:38].[O:39]1[CH2:40][CH2:41][O:42][CH2:43][CH2:44]1.[OH2:45]>>[CH3:1][c:2]1[n:3][cH:4][cH:5][c:6]([NH:8][C:16](=[O:15])[c:18]2[n:19][c:20]([CH3:31])[s:21][c:22]2[NH:23][C:24](=[O:25])[O:26][C:27]([CH3:28])([CH3:29])[CH3:30])[cH:7]1.